Dataset: the Open Reaction Database (ORD), a public repository of structured organic reaction records. Task: describe an organic reaction: reactants, conditions, products, and yield The reactants are [Li]CCCC (BuLi), C=CC=C (butadiene), C=CC1=CC=CC=C1 (styrene), C=CC1=CC=CC=C1 (styrene), C=CC1=CC=CC=C1 (styrene). Yields the product C=CC1=CC=CC=C1 (styrene), C=CC=C (butadiene), C(C)(CC)[Li] (sec-butyllithium). RXN SMILES: [CH2:1]=[CH:2][C:3]1[CH:8]=[CH:7][CH:6]=[CH:5][CH:4]=1.[Li:9][CH2:10][CH2:11][CH2:12][CH3:13].[CH2:14]=[CH:15][CH:16]=[CH2:17]>>[CH2:1]=[CH:2][C:3]1[CH:8]=[CH:7][CH:6]=[CH:5][CH:4]=1.[CH2:10]=[CH:11][CH:12]=[CH2:13].[CH:15]([Li:9])([CH2:16][CH3:17])[CH3:14]. Procedure: After a first addition of styrene, the mixture was polymerized for 15 minutes. A second addition of initiator (s.-BuLi 2) was made to initiate new polymer chains, and further styrene was added in portions to continue block build-up. The reaction time for build-up of a styrene block was 15 minutes, and that for a butadiene block was 40 minutes. The polymerization was terminated by adding 3 mL of isopropanol. 0.1% by weight of Kerobit TBK (2,6-di-tert-butyl-p-cresol), based on the solids content o... Starting materials: CC1=CC(=C(C=2NC3=CC=CC=C3C12)SC)CC(=O)OC(C)(C)C (tert-butyl (4-methyl-1-methylthiocarbazol-2-yl)acetate), C(C1=CC=CC=C1)OC=1C=C(CCl)C=CC1 (3-benzyloxybenzyl chloride). The product is C(C1=CC=CC=C1)OC=1C=C(CN2C3=CC=CC=C3C=3C(=CC(=C(C23)SC)CC(=O)OC(C)(C)C)C)C=CC1 (tert-Butyl [9-(3-Benzyloxybenzyl)-4-methyl-1-methylthiocarbazol-2-yl]acetate). Yield: 78.0%. As a reaction SMILES: [CH3:1][C:2]1[C:14]2[C:13]3[C:8](=[CH:9][CH:10]=[CH:11][CH:12]=3)[NH:7][C:6]=2[C:5]([S:15][CH3:16])=[C:4]([CH2:17][C:18]([O:20][C:21]([CH3:24])([CH3:23])[CH3:22])=[O:19])[CH:3]=1.[CH2:25]([O:32][C:33]1[CH:34]=[C:35]([CH:38]=[CH:39][CH:40]=1)[CH2:36]Cl)[C:26]1[CH:31]=[CH:30][CH:29]=[CH:28][CH:27]=1>>[CH2:25]([O:32][C:33]1[CH:34]=[C:35]([CH:38]=[CH:39][CH:40]=1)[CH2:36][N:7]1[C:6]2[C:5]([S:15][CH3:16])=[C:4]([CH2:17][C:18]([O:20][C:21]([CH3:24])([CH3:23])[CH3:22])=[O:19])[CH:3]=[C:2]([CH3:1])[C:14]=2[C:13]2[C:8]1=[CH:9][CH:10]=[CH:11][CH:12]=2)[C:26]1[CH:27]=[CH:28][CH:29]=[CH:30][CH:31]=1. Reported procedure: Following a procedure and using relative proportions of starting materials similar to those described in Example 4, but using tert-butyl (4-methyl-1-methylthiocarbazol-2-yl)acetate and 3-benzyloxybenzyl chloride as starting materials, the title compound was obtained in a yield of 78% as an oil. Reactants: O=C1NC2=C(C3=CC=CC=C13)C(C=1C=CC=CC12)=O (5,6-dihydro-5,11-diketo-11H-indeno[1,2-c]isoquinoline), [BH4-].[Na+] (NaBH4). Run in CCO (EtOH). Conditions: temperature 0 celsius, time 2 hour. Yields the product OC1C=2C=CC=CC2C=2NC(C3=CC=CC=C3C21)=O ((±) 11-hydroxy-5,6-dihydro-5-oxo-11H-indeno[1,2-c]isoquinoline). Yield: 93.3%. RXN SMILES: [O:1]=[C:2]1[C:11]2[C:6](=[CH:7][CH:8]=[CH:9][CH:10]=2)[C:5]2[C:12](=[O:19])[C:13]3[CH:14]=[CH:15][CH:16]=[CH:17][C:18]=3[C:4]=2[NH:3]1.[BH4-].[Na+]>CCO>[OH:19][CH:12]1[C:5]2[C:6]3[C:11](=[CH:10][CH:9]=[CH:8][CH:7]=3)[C:2](=[O:1])[NH:3][C:4]=2[C:18]2[CH:17]=[CH:16][CH:15]=[CH:14][C:13]1=2 |f:1.2|. Procedure details: To a stirred suspension of 2 (2.5 g, 0.01 mol) in EtOH (25 mL) was added NaBH4 (3.75 g, 0.1 mol) at room temperature in small portions over 30 min. The reaction mixture was stirred for an additional 2 h and then cooled to 0° C. It was then triturated with 10% HCl (10% soln.). The resulting solid precipitated was filtered and washed with water and MeOH to provide 3a (2.326 g, 92%). 1H NMR (DMSO-d6): δ 5.58 (d, J=8.1 Hz, 1H), 5.78 (d, J=8.7 Hz, 1H), 7.33–7.89 (m, 6H), 7.95 (d, J=7.8 Hz, 1H, 8.22 (... Reactants: C[O-], CO, Cc1nc(Cl)c(I)c(C(F)(F)F)n1, [Na+]. Yields the product COc1nc(C)nc(C(F)(F)F)c1I. RXN SMILES: [CH3:14][O-:15].[CH3:17][OH:18].[Cl:1][c:2]1[n:3][c:4]([CH3:13])[n:5][c:6]([C:9]([F:10])([F:11])[F:12])[c:7]1[I:8].[Na+:16]>>[c:2]1([O:15][CH3:14])[n:3][c:4]([CH3:13])[n:5][c:6]([C:9]([F:10])([F:11])[F:12])[c:7]1[I:8]. Starting materials: CO, [Na+], [OH-], O, COc1ccc(C(O)CN2CC=C(C3=NNC(=O)CS3)CC2)cc1, O=S(=O)(O)O. The product is COc1ccc(C(CN2CC=C(C3=NNC(=O)CS3)CC2)OC)cc1. Reaction SMILES: [CH3:33][OH:34].[Na+:32].[OH-:31].[OH2:30].[OH:1][CH:2]([CH2:3][N:4]1[CH2:5][CH:6]=[C:7]([C:10]2=[N:15][NH:14][C:13](=[O:16])[CH2:12][S:11]2)[CH2:8][CH2:9]1)[c:17]1[cH:18][cH:19][c:20]([O:23][CH3:24])[cH:21][cH:22]1.[S:25](=[O:26])(=[O:27])([OH:28])[OH:29]>>[O:1]([CH:2]([CH2:3][N:4]1[CH2:5][CH:6]=[C:7]([C:10]2=[N:15][NH:14][C:13](=[O:16])[CH2:12][S:11]2)[CH2:8][CH2:9]1)[c:17]1[cH:18][cH:19][c:20]([O:23][CH3:24])[cH:21][cH:22]1)[CH3:33].